The task is: describe an organic reaction: reactants, conditions, products, and yield. This data is from the Open Reaction Database (ORD), a public repository of structured organic reaction records. Starting materials: NC1=C(C=CC=C1)CC(=O)OC (methyl 2-aminophenylacetate), N1=CC=CC=C1 (pyridine), C(C)OC(=O)CS(=O)(=O)Cl (ethoxycarbonylmethylsulfonyl chloride), ice water. Solvent: C1(=CC=CC=C1)C (toluene), C1(=CC=CC=C1)C (toluene). Yields the product C(C)OC(=O)CS(=O)(=O)NC1=C(C=CC=C1)CC(=O)OC (methyl 2-(ethoxycarbonylmethylsulfonylamino)-phenylacetate). Reaction SMILES: [NH2:1][C:2]1[CH:7]=[CH:6][CH:5]=[CH:4][C:3]=1[CH2:8][C:9]([O:11][CH3:12])=[O:10].N1C=CC=CC=1.[CH2:19]([O:21][C:22]([CH2:24][S:25](Cl)(=[O:27])=[O:26])=[O:23])[CH3:20]>C1(C)C=CC=CC=1>[CH2:19]([O:21][C:22]([CH2:24][S:25]([NH:1][C:2]1[CH:7]=[CH:6][CH:5]=[CH:4][C:3]=1[CH2:8][C:9]([O:11][CH3:12])=[O:10])(=[O:27])=[O:26])=[O:23])[CH3:20]. Procedure: To a solution of 82.7 g of methyl 2-aminophenylacetate (see Example l) in 1.2 l of toluene is added 42 ml of pyridine and the mixture is stirred at room temperature. To this mixture is added a solution of 93.2 g of ethoxycarbonylmethylsulfonyl chloride in 150 ml of toluene in a dropwise manner over a period of 30 minutes, maintaining the temperature of the reaction below 10° by means of an ice-water bath. After stirring at 0° for an additional 1 hour, the mixture is poured into 50 ml of ice-wate...